From a dataset of the Open Reaction Database (ORD), a public repository of structured organic reaction records. describe an organic reaction: reactants, conditions, products, and yield Starting materials: CCCCCCCCCC (decane), CC(C)([O-])C.[K+] (potassium t-butoxide), Cl (hydrochloric acid), N(=O)OCCCC (n-butyl nitrite). Solvent: O1CCCC1 (tetrahydrofuran). Reaction conditions: temperature 5 celsius, time 3.5 hour. Yields the product C12C3CCCC3C(C(C1=O)=O)C2 (tricyclo[5.2.1.0 (2,6)]decan-8,9-dione), oxime. The yield is 54.5%. Reaction SMILES: CCCC[CH2:5][CH2:6][CH2:7][CH2:8][CH2:9][CH3:10].N([O:13][CH2:14][CH2:15][CH2:16][CH3:17])=O.CC(C)([O-:21])C.[K+].Cl>O1CCCC1>[CH:10]12[CH2:17][CH:16]([C:15](=[O:21])[C:14]1=[O:13])[CH:5]1[CH:9]2[CH2:8][CH2:7][CH2:6]1 |f:2.3|. Procedure details: A cooled (-20° C.) solution of 8-ketotricyclo[5.2.1.0]decane (7.51 g, 50 mmol) in anhydrous tetrahydrofuran (50 mL) under nitrogen was treated with n-butyl nitrite (6.70 mL, 5.92 g, 57.3 mmol), then with solid potassium t-butoxide (11.22 g, 100 mmol) in portions at a rate to keep the pot temperature below -10° C. The red mixture was stirred at -10° C. for one h. and at 5° C. for 3.5 h, then it was quenched by addition to ice water (125 mL). The mixture was treated with concentrated hydrochloric ...